Task: describe an organic reaction: reactants, conditions, products, and yield. Dataset: the Open Reaction Database (ORD), a public repository of structured organic reaction records Reactants: [BH4-], CC(=O)Nc1nc2ccc(Oc3ccc(F)c(NC(=O)C(F)(F)F)c3)c(C#N)c2s1, CCO, CO, [Na+]. Yields the product CC(=O)Nc1nc2ccc(Oc3ccc(F)c(N)c3)c(C#N)c2s1. Reaction SMILES: [BH4-:1].[C:5]([CH3:6])(=[O:7])[NH:8][c:9]1[s:10][c:11]2[c:12]([n:13]1)[cH:14][cH:15][c:16]([O:20][c:21]1[cH:22][cH:23][c:24]([F:34])[c:25]([NH:27][C:28](=[O:29])[C:30]([F:31])([F:32])[F:33])[cH:26]1)[c:17]2[C:18]#[N:19].[CH3:35][CH2:36][OH:37].[CH3:3][OH:4].[Na+:2]>>[C:5]([CH3:6])(=[O:7])[NH:8][c:9]1[s:10][c:11]2[c:12]([n:13]1)[cH:14][cH:15][c:16]([O:20][c:21]1[cH:22][cH:23][c:24]([F:34])[c:25]([NH2:27])[cH:26]1)[c:17]2[C:18]#[N:19]. Reactants: ClCCl, N#Cc1ccc(C=CC=CC=O)c(F)c1, CC(SC(CO)CO)C(O)(Cn1cncn1)c1ccc(F)cc1F, O, Cc1ccc(S(=O)(=O)O)cc1. Product: CC(SC1COC(C=CC=Cc2ccc(C#N)cc2F)OC1)C(O)(Cn1cncn1)c1ccc(F)cc1F. RXN SMILES: [Cl:52][CH2:53][Cl:54].[F:13][c:14]1[cH:15][c:16]([C:17]#[N:18])[cH:19][cH:20][c:21]1[CH:22]=[CH:23][CH:24]=[CH:25][CH:26]=[O:27].[F:28][c:29]1[c:30]([C:36]([CH2:37][n:38]2[n:39][cH:40][n:41][cH:42]2)([CH:43]([CH3:44])[S:45][CH:46]([CH2:47][OH:48])[CH2:49][OH:50])[OH:51])[cH:31][cH:32][c:33]([F:35])[cH:34]1.[OH2:1].[c:2]1([CH3:3])[cH:4][cH:5][c:6]([S:7]([OH:8])(=[O:9])=[O:10])[cH:11][cH:12]1>>[F:13][c:14]1[cH:15][c:16]([C:17]#[N:18])[cH:19][cH:20][c:21]1[CH:22]=[CH:23][CH:24]=[CH:25][CH:26]1[O:27][CH2:49][CH:46]([S:45][CH:43]([C:36]([c:30]2[c:29]([F:28])[cH:34][c:33]([F:35])[cH:32][cH:31]2)([CH2:37][n:38]2[n:39][cH:40][n:41][cH:42]2)[OH:51])[CH3:44])[CH2:47][O:48]1. Reactants: C(C)(C)(C)C1=CC(=C(C=C1)C=1N([C@@H]([C@@H](N1)C1=CC=C(C=C1)F)C1=CC=C(C=C1)F)C(=O)Cl)OCC ((4S,5R)-2-(4-tert-butyl-2-ethoxy-phenyl)-4,5-bis-(4-fluoro-phenyl)-4,5-dihydro-imidazole-1-carbonyl chloride), CN(C(CN1CCNCC1)=O)C (N,N-dimethyl-2-piperazin-1-yl-acetamide). Product: Cl.C(C)(C)(C)C1=CC(=C(C=C1)C=1N([C@@H]([C@@H](N1)C1=CC=C(C=C1)F)C1=CC=C(C=C1)F)C(=O)N1CCN(CC1)CC(=O)N(C)C)OCC (2-{4-[(4S,5R)-2-(4-tert-Butyl-2-ethoxy-phenyl)-4,5-bis-(4-fluoro-phenyl)-4,5-dihydro-imidazole-1-carbonyl]-piperazin-1-yl}-N,N-dimethyl-acetamide hydrochloride). As a reaction SMILES: [C:1]([C:5]1[CH:10]=[CH:9][C:8]([C:11]2[N:12]([C:30]([Cl:32])=[O:31])[C@H:13]([C:23]3[CH:28]=[CH:27][C:26]([F:29])=[CH:25][CH:24]=3)[C@H:14]([C:16]3[CH:21]=[CH:20][C:19]([F:22])=[CH:18][CH:17]=3)[N:15]=2)=[C:7]([O:33][CH2:34][CH3:35])[CH:6]=1)([CH3:4])([CH3:3])[CH3:2].[CH3:36][N:37]([CH3:47])[C:38](=[O:46])[CH2:39][N:40]1[CH2:45][CH2:44][NH:43][CH2:42][CH2:41]1>>[ClH:32].[C:1]([C:5]1[CH:10]=[CH:9][C:8]([C:11]2[N:12]([C:30]([N:43]3[CH2:42][CH2:41][N:40]([CH2:39][C:38]([N:37]([CH3:47])[CH3:36])=[O:46])[CH2:45][CH2:44]3)=[O:31])[C@H:13]([C:23]3[CH:28]=[CH:27][C:26]([F:29])=[CH:25][CH:24]=3)[C@H:14]([C:16]3[CH:21]=[CH:20][C:19]([F:22])=[CH:18][CH:17]=3)[N:15]=2)=[C:7]([O:33][CH2:34][CH3:35])[CH:6]=1)([CH3:4])([CH3:3])[CH3:2] |f:2.3|. Procedure: 2-{4-[(4S,5R)-2-(4-tert-Butyl-2-ethoxy-phenyl)-4,5-bis-(4-fluoro-phenyl)-4,5-dihydro-imidazole-1-carbonyl]-piperazin-1-yl}-N,N-dimethyl-acetamide hydrochloride was prepared from (4S,5R)-2-(4-tert-butyl-2-ethoxy-phenyl)-4,5-bis-(4-fluoro-phenyl)-4,5-dihydro-imidazole-1-carbonyl chloride (example 12a) and N,N-dimethyl-2-piperazin-1-yl-acetamide (Oakwood Products) in an analogous manner as described in example 25. LR-MS: 632.8 [(M+H)+] Starting materials: BrC=1C=CC(=NC1)NC=1N=NN(N1)C (5-bromo-N-(2-methyl-2H-tetrazol-5-yl)pyridine-2-amine), FC=1C=C(C=CC1B1OC(C(O1)(C)C)(C)C)N1C(O[C@H](C1)CO)=O ((R)-3-(3-fluoro-4-(4,4,5,5-tetramethyl-1,3,2-dioxaborolan-2-yl)phenyl)-5-(hydroxylmethyl)oxazolidin-2-one), C([O-])([O-])=O.[Cs+].[Cs+] (cesium carbonate). Reagents/catalysts: C1=CC=C(C=C1)P([C-]2C=CC=C2)C3=CC=CC=C3.C1=CC=C(C=C1)P([C-]2C=CC=C2)C3=CC=CC=C3.Cl[Pd]Cl.[Fe+2] (Pd(dppf)Cl2). The solvent is O (water), O1CCOCC1 (dioxane). Product: FC=1C=C(C=CC1C=1C=NC(=CC1)NC=1N=NN(N1)C)N1C(O[C@H](C1)CO)=O ((R)-3-(3-fluoro-4-(6-((2-methyl-2H-tetrazol-5-yl)amino)pyridin-3-yl)phenyl)-5-(hydroxylmethyl)oxazolidin-2-one). The yield is 29.9%. As a reaction SMILES: Br[C:2]1[CH:3]=[CH:4][C:5]([NH:8][C:9]2[N:10]=[N:11][N:12]([CH3:14])[N:13]=2)=[N:6][CH:7]=1.[F:15][C:16]1[CH:17]=[C:18]([N:31]2[CH2:35][C@H:34]([CH2:36][OH:37])[O:33][C:32]2=[O:38])[CH:19]=[CH:20][C:21]=1B1OC(C)(C)C(C)(C)O1.C(=O)([O-])[O-].[Cs+].[Cs+]>O1CCOCC1.O.C1C=CC(P(C2C=CC=CC=2)[C-]2C=CC=C2)=CC=1.C1C=CC(P(C2C=CC=CC=2)[C-]2C=CC=C2)=CC=1.Cl[Pd]Cl.[Fe+2]>[F:15][C:16]1[CH:17]=[C:18]([N:31]2[CH2:35][C@H:34]([CH2:36][OH:37])[O:33][C:32]2=[O:38])[CH:19]=[CH:20][C:21]=1[C:2]1[CH:7]=[N:6][C:5]([NH:8][C:9]2[N:10]=[N:11][N:12]([CH3:14])[N:13]=2)=[CH:4][CH:3]=1 |f:2.3.4,7.8.9.10|. Procedure: 5-bromo-N-(2-methyl-2H-tetrazol-5-yl)pyridine-2-amine (200 mg, 0.78 mmol), (R)-3-(3-fluoro-4-(4,4,5,5-tetramethyl-1,3,2-dioxaborolan-2-yl)phenyl)-5-(hydroxylmethyl)oxazolidin-2-one (317 mg, 0.94 mmol), cesium carbonate (508 mg, 1.56 mmol) and Pd(dppf)Cl2 (90 mg, 0.16 mmol) were dissolved in 16 mL dioxane and 4 mL water, heated to 100° C. and reacted for 6 h. The solvent was evaporated to dryness, and the solid was separated by a silica gel column (dichloromethane:methanol=40:1) to obtain (R)-3-(... The reactants are ClCCl, O=C(O)C(F)(F)F, CC(C)CC1(C(CCN2C(=O)c3ccccc3C2=O)C(=O)OC(C)(C)C)CCN(Cc2ccccc2)C1=O. Product: CC(C)CC1(C(CCN2C(=O)c3ccccc3C2=O)C(=O)O)CCN(Cc2ccccc2)C1=O. As a reaction SMILES: [Cl:46][CH2:47][Cl:48].[F:39][C:40]([F:41])([F:42])[C:43]([OH:44])=[O:45].[O:1]=[C:2]1[N:3]([CH2:12][CH2:13][CH:14]([C:15](=[O:16])[O:17][C:18]([CH3:19])([CH3:20])[CH3:21])[C:22]2([CH2:35][CH:36]([CH3:37])[CH3:38])[C:23](=[O:34])[N:24]([CH2:27][c:28]3[cH:29][cH:30][cH:31][cH:32][cH:33]3)[CH2:25][CH2:26]2)[C:4](=[O:11])[c:5]2[cH:6][cH:7][cH:8][cH:9][c:10]21>>[O:1]=[C:2]1[N:3]([CH2:12][CH2:13][CH:14]([C:15](=[O:16])[OH:17])[C:22]2([CH2:35][CH:36]([CH3:37])[CH3:38])[C:23](=[O:34])[N:24]([CH2:27][c:28]3[cH:29][cH:30][cH:31][cH:32][cH:33]3)[CH2:25][CH2:26]2)[C:4](=[O:11])[c:5]2[cH:6][cH:7][cH:8][cH:9][c:10]21. Starting materials: COC(=O)c1c(Br)c(Cl)cc2nn(C)cc12, O=C([O-])[O-], C=CC(=O)OC, CC(=O)[O-], CC(=O)[O-], CN(C)C=O, CCOC(C)=O, [K+], [K+], [Pd+2], c1ccc(P(c2ccccc2)c2ccccc2)cc1. Product: COC(=O)C=Cc1c(Cl)cc2nn(C)cc2c1C(=O)OC. As a reaction SMILES: [Br:1][c:2]1[c:3]([C:13](=[O:14])[O:15][CH3:16])[c:4]2[cH:5][n:6]([CH3:12])[n:7][c:8]2[cH:9][c:10]1[Cl:11].[C:36](=[O:37])([O-:38])[O-:39].[C:42]([CH:43]=[CH2:44])(=[O:45])[O:46][CH3:47].[C:59]([O-:60])(=[O:61])[CH3:62].[C:64]([O-:65])(=[O:66])[CH3:67].[CH3:48][N:49]([CH3:50])[CH:51]=[O:52].[CH3:53][CH2:54][O:55][C:56](=[O:57])[CH3:58].[K+:40].[K+:41].[Pd+2:63].[c:17]1([P:18]([c:19]2[cH:20][cH:21][cH:22][cH:23][cH:24]2)[c:25]2[cH:26][cH:27][cH:28][cH:29][cH:30]2)[cH:31][cH:32][cH:33][cH:34][cH:35]1>>[c:2]1([CH:44]=[CH:43][C:42](=[O:45])[O:46][CH3:47])[c:3]([C:13](=[O:14])[O:15][CH3:16])[c:4]2[cH:5][n:6]([CH3:12])[n:7][c:8]2[cH:9][c:10]1[Cl:11]. Starting materials: C(C)(C)(C)N1S(C(=C(C1=O)NCCCCC1=CC=CC=C1)C1=CC=CC=C1)(=O)=O (2-tert-Butyl-5-phenyl-4-[(4-phenylbutyl)amino]isothiazol-3(2H)-one 1,1-dioxide), crude product, C([O-])([O-])=O.[K+].[K+] (potassium carbonate), FC=1C=C(CCBr)C=CC1 (3-fluorophenethylbromide). Solvent: C(=O)(C(F)(F)F)O (TFA), CC#N (MeCN). Run at temperature 120 celsius. The product is FC=1C=C(C=CC1)CCN1S(C(=C(C1=O)NCCCCC1=CC=CC=C1)C1=CC=CC=C1)(=O)=O (2-[2-(3-Fluorophenyl)ethyl]-5-phenyl-4-[(4-phenylbutyl)amino]isothiazol-3(2H)-one 1,1-dioxide). Isolated yield 65.6%. As a reaction SMILES: C([N:5]1[C:9](=[O:10])[C:8]([NH:11][CH2:12][CH2:13][CH2:14][CH2:15][C:16]2[CH:21]=[CH:20][CH:19]=[CH:18][CH:17]=2)=[C:7]([C:22]2[CH:27]=[CH:26][CH:25]=[CH:24][CH:23]=2)[S:6]1(=[O:29])=[O:28])(C)(C)C.C(=O)([O-])[O-].[K+].[K+].[F:36][C:37]1[CH:38]=[C:39]([CH:43]=[CH:44][CH:45]=1)[CH2:40][CH2:41]Br>C(O)(C(F)(F)F)=O.CC#N>[F:36][C:37]1[CH:38]=[C:39]([CH2:40][CH2:41][N:5]2[C:9](=[O:10])[C:8]([NH:11][CH2:12][CH2:13][CH2:14][CH2:15][C:16]3[CH:21]=[CH:20][CH:19]=[CH:18][CH:17]=3)=[C:7]([C:22]3[CH:27]=[CH:26][CH:25]=[CH:24][CH:23]=3)[S:6]2(=[O:28])=[O:29])[CH:43]=[CH:44][CH:45]=1 |f:1.2.3|. Procedure: 2-tert-Butyl-5-phenyl-4-[(4-phenylbutyl)amino]isothiazol-3(2H)-one 1,1-dioxide (Example 1) (0.150 g, 0.36 mmol) was dissolved in TFA (3 ml) and heated in a microwave reactor at 120° C. for 20 mins. The solvent was evaporated and the crude product was reevaporated from DCM (2×5 ml). The crude product, potassium carbonate (0.251 g, 1.82 mmol) and 3-fluorophenethylbromide (0.221 g, 1.09 mmol) was dissolved in dry MeCN (3 ml) and heated at in a microwave reactor 140° C. for 10 mins. The reaction mix...